This data is from the Open Reaction Database (ORD), a public repository of structured organic reaction records. The task is: describe an organic reaction: reactants, conditions, products, and yield The reactants are NCCSSCCN (Cystamine), [N+](=O)([O-])NC1=NC=C(C(N1)=O)CC=1C=NC(=CC1)C (2-nitroamino-5-(6-methyl-3-pyridylmethyl)-4-pyrimidone). The solvent is C(C)O (ethanol). Yields the product N1=CC(=CC=C1)CC=1C(NC(=NC1)NCCSSCCNC1=NC=C(C(N1)=O)CC=1C=NC=CC1)=O (2-[5-(3-pyridylmethyl)-4-oxo-2-pyrimidylamino]ethyl disulphide). Reaction SMILES: [NH2:1][CH2:2][CH2:3][S:4][S:5][CH2:6][CH2:7][NH2:8].[N+](N[C:13]1[NH:18][C:17](=[O:19])[C:16]([CH2:20][C:21]2[CH:22]=[N:23][C:24](C)=[CH:25][CH:26]=2)=[CH:15][N:14]=1)([O-])=O>C(O)C>[N:23]1[CH:24]=[CH:25][CH:26]=[C:21]([CH2:20][C:16]2[C:17](=[O:19])[NH:18][C:13]([NH:1][CH2:2][CH2:3][S:4][S:5][CH2:6][CH2:7][NH:8][C:13]3[NH:18][C:17](=[O:19])[C:16]([CH2:20][C:21]4[CH:22]=[N:23][CH:24]=[CH:25][CH:26]=4)=[CH:15][N:14]=3)=[N:14][CH:15]=2)[CH:22]=1. Procedure: Cystamine is reacted with 2-nitroamino-5-(6-methyl-3-pyridylmethyl)-4-pyrimidone by heating in ethanol to give 2-[5-(3-pyridylmethyl)-4-oxo-2-pyrimidylamino]ethyl disulphide which is reduced with dithiothreitol to give 2-(2-mercaptoethylamino)-5-(6-methyl-3-pyridylmethyl)-4-pyrimidone which is reacted with 5-dimethylaminomethyl-2-furylmethanol in cold aqueous hydrochloric acid to give 2-[2-(5-dimethylaminomethyl-2-furylmethylthio)ethylamino]-5-(6-methyl-3-pyridylmethyl)-4-pyrimidone. Reactants: [N+](=O)([O-])C=1C=C(C(C(=O)O)=CC1)NC(C(F)(F)F)=O (4-nitro-N-trifluoroacetyl-anthranilic acid), resultant mixture, [H][H] (hydrogen), resultant solution. Reagents/catalysts: [C].[Pd] (palladium-carbon). The solvent is C(C)O (ethyl alcohol). Yields the product NC=1C=C(C(C(=O)O)=CC1)NC(C(F)(F)F)=O (4-amino-N-trifluoroacetyl-anthranilic acid). RXN SMILES: [N+:1]([C:4]1[CH:5]=[C:6]([NH:13][C:14](=[O:19])[C:15]([F:18])([F:17])[F:16])[C:7](=[CH:11][CH:12]=1)[C:8]([OH:10])=[O:9])([O-])=O.[H][H]>C(O)C.[C].[Pd]>[NH2:1][C:4]1[CH:5]=[C:6]([NH:13][C:14](=[O:19])[C:15]([F:16])([F:17])[F:18])[C:7](=[CH:11][CH:12]=1)[C:8]([OH:10])=[O:9] |f:3.4|. Procedure details: An amount of 5.24 g of 4-nitro-N-trifluoroacetyl-anthranilic acid was dissolved in 100 ml of ethyl alcohol, 2 g of a 10% palladium-carbon catalyst were added to the resultant solution, and the resultant mixture was stirred for 2.5 hours at room temperature in a hydrogen gas stream. The resultant reaction mixture was filtered through a Celite filter (trademark, made by Johns Manville Sales), and the catalyst on the Celite filter was washed with ethyl alcohol. The entire amount of the filtrate was...